Dataset: the Open Reaction Database (ORD), a public repository of structured organic reaction records. Task: describe an organic reaction: reactants, conditions, products, and yield Starting materials: CCOC(=O)c1cnc(OCC(=O)OC)c([N+](=O)[O-])c1, CC(=O)O, [Fe]. Product: CCOC(=O)c1cnc2c(c1)NC(=O)CO2. As a reaction SMILES: [CH2:1]([CH3:2])[O:3][C:4]([c:5]1[cH:6][n:7][c:8]([O:14][CH2:15][C:16](=[O:17])[O:18][CH3:19])[c:9]([N+:11]([O-:12])=[O:13])[cH:10]1)=[O:20].[CH3:21][C:22](=[O:23])[OH:24].[Fe:25]>>[CH2:1]([CH3:2])[O:3][C:4]([c:5]1[cH:6][n:7][c:8]2[c:9]([cH:10]1)[NH:11][C:16](=[O:17])[CH2:15][O:14]2)=[O:20]. Starting materials: BrC=1C=C(C=O)C=C(C1O)[N+](=O)[O-] (3-bromo-4-hydroxy-5-nitro-benzaldehyde), C/C(=C\C#N)/N (3-aminocrotonitrile), C(CC)C1CC(CC(C1)=O)=O (5-propylcyclohexane-1,3-dione). Run in C(C)O (ethanol). The product is BrC=1C=C(C=C(C1O)[N+](=O)[O-])C1C(=C(NC=2CC(CC(C12)=O)CCC)C)C#N (4-(3-Bromo-4-hydroxy-5-nitro-phenyl)-2-methyl-5-oxo-7-propyl-1,4,5,6,7,8-hexahydro-quinoline-3-carbonitrile). Reaction SMILES: [Br:1][C:2]1[CH:3]=[C:4]([CH:7]=[C:8]([N+:11]([O-:13])=[O:12])[C:9]=1[OH:10])[CH:5]=O.[CH3:14]/[C:15](/[NH2:19])=[CH:16]\[C:17]#[N:18].[CH2:20]([CH:23]1[CH2:28][C:27](=[O:29])[CH2:26][C:25](=O)[CH2:24]1)[CH2:21][CH3:22]>C(O)C>[Br:1][C:2]1[CH:3]=[C:4]([CH:5]2[C:26]3[C:27](=[O:29])[CH2:28][CH:23]([CH2:20][CH2:21][CH3:22])[CH2:24][C:25]=3[NH:19][C:15]([CH3:14])=[C:16]2[C:17]#[N:18])[CH:7]=[C:8]([N+:11]([O-:13])=[O:12])[C:9]=1[OH:10]. Procedure: A mixture of 3-bromo-4-hydroxy-5-nitro-benzaldehyde (2 g), 3-aminocrotonitrile (667 mg) and 5-propylcyclohexane-1,3-dione (1.25 g) in ethanol (75 ml) was heated to reflux for 17 h. The mixture was concentrated in vacuo. The residue was purified by chromatography on silicagel in heptane/ethyl acetate 1/0→0/1 (v/v) as eluent.